This data is from the Open Reaction Database (ORD), a public repository of structured organic reaction records. The task is: describe an organic reaction: reactants, conditions, products, and yield Starting materials: N1=C(C=CC2=CC=CC=C12)COC1=CC=C(C=C1)CCN1CCC(CC1)=C1C=2N(CCC3=C1C=CC=C3)C(=CN2)CO (6,11-dihydro-11-[1-[2-[4-(2-quinolinylmethoxy)phenyl]ethyl]-4-piperidinylidene]-5H-imidazo[2,1-b][3]benzazepine-3-methanol), 100-g. Reagents/catalysts: [O-2].[O-2].[Mn+4] (Manganese dioxide). The solvent is C(Cl)Cl (DCM). Run at time 1 hour. The product is N1=C(C=CC2=CC=CC=C12)COC1=CC=C(C=C1)CCN1CCC(CC1)=C1C=2N(CCC3=C1C=CC=C3)C(=CN2)C=O (6,11-dihydro-11-[1-[2-[4-(2-quinolinylmethoxy)phenyl]ethyl]-4-piperidinylidene]-5H-imidazo[2,1-b][3]benzazepine-3-carboxaldehyde). The yield is 82.8%. Reaction SMILES: [N:1]1[C:10]2[C:5](=[CH:6][CH:7]=[CH:8][CH:9]=2)[CH:4]=[CH:3][C:2]=1[CH2:11][O:12][C:13]1[CH:18]=[CH:17][C:16]([CH2:19][CH2:20][N:21]2[CH2:26][CH2:25][C:24](=[C:27]3[C:33]4[CH:34]=[CH:35][CH:36]=[CH:37][C:32]=4[CH2:31][CH2:30][N:29]4[C:38]([CH2:41][OH:42])=[CH:39][N:40]=[C:28]34)[CH2:23][CH2:22]2)=[CH:15][CH:14]=1>C(Cl)Cl.[O-2].[O-2].[Mn+4]>[N:1]1[C:10]2[C:5](=[CH:6][CH:7]=[CH:8][CH:9]=2)[CH:4]=[CH:3][C:2]=1[CH2:11][O:12][C:13]1[CH:18]=[CH:17][C:16]([CH2:19][CH2:20][N:21]2[CH2:22][CH2:23][C:24](=[C:27]3[C:33]4[CH:34]=[CH:35][CH:36]=[CH:37][C:32]=4[CH2:31][CH2:30][N:29]4[C:38]([CH:41]=[O:42])=[CH:39][N:40]=[C:28]34)[CH2:25][CH2:26]2)=[CH:15][CH:14]=1 |f:2.3.4|. Reported procedure: Compound 2 (206 g) was dissolved in DCM (11 l) under continuous stirring. Manganese dioxide (450 g) was added in 100-g portions and the resulting reaction mixture was stirred for 1 hour. The mixture was filtered over dicalite and the filtrate was evaporated. The residue was stirred in ACN, filtered off and dried, yielding 170 g (83%) of 6,11-dihydro-11-[1-[2-[4-(2-quinolinylmethoxy)phenyl]ethyl]-4-piperidinylidene]-5H-imidazo[2,1-b][3]benzazepine-3-carboxaldehyde (compound 4, mp. 193.5° C.). The reactants are [OH-].[K+] (Potassium hydroxide), C12C(CCC(CC1)N2C(=O)OC(C)(C)C)C(=O)OC (8-tert-butyl 2-methyl 8-azabicyclo[3.2.1]octane-2,8-dicarboxylate), Cl (HCl). Solvent: CO (methanol), O (water). Conditions: time 16 hour. The product is C(C)(C)(C)OC(=O)N1C2C(CCC1CC2)C(=O)O (8-(tert-butoxycarbonyl)-8-azabicyclo[3.2.1]octane-2-carboxylic acid). As a reaction SMILES: [OH-].[K+].[CH:3]12[N:10]([C:11]([O:13][C:14]([CH3:17])([CH3:16])[CH3:15])=[O:12])[CH:7]([CH2:8][CH2:9]1)[CH2:6][CH2:5][CH:4]2[C:18]([O:20]C)=[O:19].Cl>CO.O>[C:14]([O:13][C:11]([N:10]1[CH:7]2[CH2:8][CH2:9][CH:3]1[CH:4]([C:18]([OH:20])=[O:19])[CH2:5][CH2:6]2)=[O:12])([CH3:17])([CH3:15])[CH3:16] |f:0.1|. Procedure details: Potassium hydroxide (0.44 g, 7.8 mmol) was added into a solution of 8-tert-butyl 2-methyl 8-azabicyclo[3.2.1]octane-2,8-dicarboxylate (840 mg, 3.12 mmol) in methanol (2 ml) and water (2 ml). The reaction solution was stirred at room temperature for 16 h, and 1.0 N HCl solution was added dropwise to adjust pH to 4. The resulting solution was extracted with EtOAc (50 ml, twice). The combined organic layers were washed with water (10 ml). The organic layer was separated, and dried over sodium sulfa... Reactants: ClC1=C(C=C(C=C1Cl)Cl)[N+](=O)[O-] (2,3,5-Trichloro nitrobenzene). The reagents and catalysts are [Fe] (iron). Product: ClC1=C(N)C=C(C=C1Cl)Cl (2,3,5-Trichloroaniline). Isolated yield 68.0%. As a reaction SMILES: [Cl:1][C:2]1[C:7]([Cl:8])=[CH:6][C:5]([Cl:9])=[CH:4][C:3]=1[N+:10]([O-])=O>[Fe]>[Cl:1][C:2]1[C:7]([Cl:8])=[CH:6][C:5]([Cl:9])=[CH:4][C:3]=1[NH2:10]. Procedure details: 2,3,5-Trichloro nitrobenzene (D12) was reduced with iron powder as described in Description 7 to give the title compound (D13) (68%), MH+ 196/198. Starting materials: BrC1=CC2=C(C=N1)N=C(N2C2=CC=CC=C2)CC#N ((6-Bromo-1-phenyl-1H-imidazo[4,5-c]pyridin-2-yl)acetonitrile), N(=O)[O-].[Na+] (NaNO2). Run in CO (methanol), Cl (hydrochloric acid). Reaction conditions: time 1 hour. Product: BrC1=CC2=C(C=N1)N=C(N2C2=CC=CC=C2)C(C#N)=NO ((6-Bromo-1-phenyl-1H-imidazo[4,5-c]pyridin-2-yl)(hydroxyimino)acetonitrile). Isolated yield 98.8%. As a reaction SMILES: [Br:1][C:2]1[N:7]=[CH:6][C:5]2[N:8]=[C:9]([CH2:17][C:18]#[N:19])[N:10]([C:11]3[CH:16]=[CH:15][CH:14]=[CH:13][CH:12]=3)[C:4]=2[CH:3]=1.[N:20]([O-])=[O:21].[Na+]>CO.Cl>[Br:1][C:2]1[N:7]=[CH:6][C:5]2[N:8]=[C:9]([C:17](=[N:20][OH:21])[C:18]#[N:19])[N:10]([C:11]3[CH:16]=[CH:15][CH:14]=[CH:13][CH:12]=3)[C:4]=2[CH:3]=1 |f:1.2|. Procedure: The product from Step 5 (2.5 g, 7.99 mmol) in methanol (40 mL) and 2 N hydrochloric acid (16 mL) was treated portionwise with NaNO2 (1.10 g, 16 mmol) and allowed to stir at rt for 1 h. The resulting tan precipitate was filtered and washed with methanol to give the title compound (2.7 g, 99%). MS (ES+) m/e 342/344 [M+H]+. Reactants: COCCOC(=O)OCI, O=C([O-])[O-], CCCC[N+](CCCC)(CCCC)CCCC, CC1CCOC2Cn3cc(C(=O)NCc4ccc(F)cc4F)c(=O)c(O)c3C(=O)N12, [K+], [K+], [Na], O=S(=O)([O-])O. Yields the product COCCOC(=O)OCOc1c2n(cc(C(=O)NCc3ccc(F)cc3F)c1=O)CC1OCCC(C)N1C2=O. Reaction SMILES: [C:1]([O:2][CH2:3][I:4])([O:5][CH2:6][CH2:7][O:8][CH3:9])=[O:10].[C:42](=[O:43])([O-:44])[O-:45].[CH2:53]([N+:54]([CH2:55][CH2:56][CH2:57][CH3:58])([CH2:59][CH2:60][CH2:61][CH3:62])[CH2:63][CH2:64][CH2:65][CH3:66])[CH2:67][CH2:68][CH3:69].[F:12][c:13]1[c:14]([CH2:20][NH:21][C:22](=[O:23])[c:24]2[c:25](=[O:41])[c:26]([OH:40])[c:27]3[n:28]([cH:39]2)[CH2:29][CH:30]2[O:31][CH2:32][CH2:33][CH:34]([CH3:38])[N:35]2[C:36]3=[O:37])[cH:15][cH:16][c:17]([F:19])[cH:18]1.[K+:46].[K+:47].[Na:11].[S:48]([O-:49])([OH:50])(=[O:51])=[O:52]>>[C:1]([O:2][CH2:3][O:40][c:26]1[c:25](=[O:41])[c:24]([C:22]([NH:21][CH2:20][c:14]2[c:13]([F:12])[cH:18][c:17]([F:19])[cH:16][cH:15]2)=[O:23])[cH:39][n:28]2[c:27]1[C:36](=[O:37])[N:35]1[CH:30]([CH2:29]2)[O:31][CH2:32][CH2:33][CH:34]1[CH3:38])([O:5][CH2:6][CH2:7][O:8][CH3:9])=[O:10]. The reactants are C(C1=CC=CC=C1)(=O)OC1=CC(=CC=C1)OCC1OC1 (3-(oxiran-2-ylmethoxy)phenyl benzoate), C1(=CC=CC=C1)C1=CSC=2N=CN=C(C21)N2CCC(CC2)N (1-(5-phenylthieno[2,3-d]pyrimidin-4-yl)piperidin-4-amine). Solvent: CC(C)O.CS(=O)C (iPrOH DMSO). The product is OC(COC=1C=C(C=CC1)O)CNC1CCN(CC1)C=1C2=C(N=CN1)SC=C2C2=CC=CC=C2 (3-(2-Hydroxy-3-(1-(5-phenyl-thieno[2,3-d]pyrimidin-4-yl)-piperidin-4-ylamino)-propoxy)-phenol). The yield is 20.0%. RXN SMILES: C([O:9][C:10]1[CH:15]=[CH:14][CH:13]=[C:12]([O:16][CH2:17][CH:18]2[CH2:20][O:19]2)[CH:11]=1)(=O)C1C=CC=CC=1.[C:21]1([C:27]2[C:35]3[C:34]([N:36]4[CH2:41][CH2:40][CH:39]([NH2:42])[CH2:38][CH2:37]4)=[N:33][CH:32]=[N:31][C:30]=3[S:29][CH:28]=2)[CH:26]=[CH:25][CH:24]=[CH:23][CH:22]=1>CC(O)C.CS(C)=O>[OH:19][CH:18]([CH2:20][NH:42][CH:39]1[CH2:40][CH2:41][N:36]([C:34]2[C:35]3[C:27]([C:21]4[CH:26]=[CH:25][CH:24]=[CH:23][CH:22]=4)=[CH:28][S:29][C:30]=3[N:31]=[CH:32][N:33]=2)[CH2:37][CH2:38]1)[CH2:17][O:16][C:12]1[CH:11]=[C:10]([OH:9])[CH:15]=[CH:14][CH:13]=1 |f:2.3|. Procedure: Synthesis followed SP6 (iPrOH:DMSO 3:1, 24 h), using 150 μmol 3-(oxiran-2-ylmethoxy)phenyl benzoate and 1-(5-phenylthieno[2,3-d]pyrimidin-4-yl)piperidin-4-amine. The benzoic acid moiety was already lost during purification by prep. TLC (1 mm silica gel, PE/CH2Cl2/MeOH 4:6:1) and subsequent prep. HPLC (reversed phase) to give the title compound with 20% yield. The reactants are ClC1=CC(=C(OCC(=O)OC(C)(C)C)C=C1)CO ([4-chloro-2-(hydroxymethyl)phenoxy]-acetic Acid, 1,1-dimethylethyl Ester), C(=O)C=1C=C(C#N)C=CC1O (3-formyl-4-hydroxy-benzonitrile). Yields the product C(#N)C1=CC(=C(OCC(=O)OC(C)(C)C)C=C1)C=O ((4-Cyano-2-formylphenoxy)acetic Acid, 1,1-dimethylethyl Ester). As a reaction SMILES: Cl[C:2]1[CH:16]=[CH:15][C:5]([O:6][CH2:7][C:8]([O:10][C:11]([CH3:14])([CH3:13])[CH3:12])=[O:9])=[C:4]([CH2:17][OH:18])[CH:3]=1.C(C1C=C(C=CC=1O)[C:24]#[N:25])=O>>[C:24]([C:2]1[CH:16]=[CH:15][C:5]([O:6][CH2:7][C:8]([O:10][C:11]([CH3:14])([CH3:13])[CH3:12])=[O:9])=[C:4]([CH:17]=[O:18])[CH:3]=1)#[N:25]. Procedure details: Prepared by the method of example 1 part (d) using 3-formyl-4-hydroxy-benzonitrile to give the title compound (1.4 g). The reactants are BrCc1ccccc1, O=C([O-])[O-], CC(C)=O, CCOC(=O)c1c(O)cc(C(F)(F)F)nc1C(F)(F)F, [K+], [K+]. Yields the product CCOC(=O)c1c(OCc2ccccc2)cc(C(F)(F)F)nc1C(F)(F)F. RXN SMILES: [Br:21][CH2:22][c:23]1[cH:24][cH:25][cH:26][cH:27][cH:28]1.[C:29](=[O:30])([O-:31])[O-:32].[CH3:35][C:36](=[O:37])[CH3:38].[F:1][C:2]([c:3]1[n:4][c:5]([C:15]([F:16])([F:17])[F:18])[cH:6][c:7]([OH:14])[c:8]1[C:9](=[O:10])[O:11][CH2:12][CH3:13])([F:19])[F:20].[K+:33].[K+:34]>>[F:1][C:2]([c:3]1[n:4][c:5]([C:15]([F:16])([F:17])[F:18])[cH:6][c:7]([O:14][CH2:22][c:23]2[cH:24][cH:25][cH:26][cH:27][cH:28]2)[c:8]1[C:9](=[O:10])[O:11][CH2:12][CH3:13])([F:19])[F:20].